Dataset: the Open Reaction Database (ORD), a public repository of structured organic reaction records. Task: describe an organic reaction: reactants, conditions, products, and yield Reactants: CO, O=C(O)c1c(F)cccc1C(F)(F)F, O. The product is COc1cccc(C(F)(F)F)c1C(=O)O. RXN SMILES: [CH3:16][OH:17].[F:1][c:2]1[c:3]([C:4](=[O:5])[OH:6])[c:7]([C:11]([F:12])([F:13])[F:14])[cH:8][cH:9][cH:10]1.[OH2:15]>>[c:2]1([O:15][CH3:16])[c:3]([C:4](=[O:5])[OH:6])[c:7]([C:11]([F:12])([F:13])[F:14])[cH:8][cH:9][cH:10]1. Reactants: NC=1C=CC=C2C=CC=NC12 (8-aminoquinoline), CC1=C(C=CC=C1Cl)S(=O)(=O)Cl (2-methyl-3-chlorobenzenesulfonyl chloride). Reagents/catalysts: CN(C)C=1C=CN=CC1 (DMAP). Yields the product ClC=1C(=C(C=CC1)S(=O)(=O)NC=1C=CC=C2C=CC=NC12)C (3-Chloro-2-methyl-N-quinolin-8-yl-benzenesulfonamide). Isolated yield 64.4%. Reaction SMILES: [NH2:1][C:2]1[CH:3]=[CH:4][CH:5]=[C:6]2[C:11]=1[N:10]=[CH:9][CH:8]=[CH:7]2.[CH3:12][C:13]1[C:18]([Cl:19])=[CH:17][CH:16]=[CH:15][C:14]=1[S:20](Cl)(=[O:22])=[O:21]>CN(C1C=CN=CC=1)C>[Cl:19][C:18]1[C:13]([CH3:12])=[C:14]([S:20]([NH:1][C:2]2[CH:3]=[CH:4][CH:5]=[C:6]3[C:11]=2[N:10]=[CH:9][CH:8]=[CH:7]3)(=[O:22])=[O:21])[CH:15]=[CH:16][CH:17]=1. Reported procedure: In a similar fashion using route 14 general procedure 27, 8-aminoquinoline (100 mg, 0.7 mmol), 2-methyl-3-chlorobenzenesulfonyl chloride (180 mg, 0.8 mmol) and DMAP (cat.) gave the title compound (150 mg, 65%) after purification by column chromatography with DCM as the eluent. Starting materials: BrC=1C=C(C(=C(C1)CC(C)(C#N)C1=CC=C(C=C1)NS(=O)(=O)C)OC)C(C)(C)C (N-{4-[2-(5-bromo-3-tert-butyl-2-methoxy-phenyl)-1-cyano-1-methyl-ethyl]-phenyl}-methanesulfonamide), [NH4+].[OH-] (NH4OH), [NH4+].[OH-] (NH4OH). The reagents and catalysts are [Ni] (Raney Nickel), [Ni] (Raney Nickel). The solvent is CO (MeOH). Yields the product NCC(CC1=C(C(=CC(=C1)Br)C(C)(C)C)OC)(C)C1=CC=C(C=C1)NS(=O)(=O)C (N-{4-[1-aminomethyl-2-(5-bromo-3-tert-butyl-2-methoxy-phenyl)-1-methyl-ethyl]-phenyl}-methanesulfonamide). The yield is 83.9%. Reaction SMILES: [Br:1][C:2]1[CH:3]=[C:4]([C:26]([CH3:29])([CH3:28])[CH3:27])[C:5]([O:24][CH3:25])=[C:6]([CH2:8][C:9]([C:13]2[CH:18]=[CH:17][C:16]([NH:19][S:20]([CH3:23])(=[O:22])=[O:21])=[CH:15][CH:14]=2)([C:11]#[N:12])[CH3:10])[CH:7]=1.[NH4+].[OH-]>CO.[Ni]>[NH2:12][CH2:11][C:9]([C:13]1[CH:14]=[CH:15][C:16]([NH:19][S:20]([CH3:23])(=[O:22])=[O:21])=[CH:17][CH:18]=1)([CH3:10])[CH2:8][C:6]1[CH:7]=[C:2]([Br:1])[CH:3]=[C:4]([C:26]([CH3:28])([CH3:29])[CH3:27])[C:5]=1[O:24][CH3:25] |f:1.2|. Reported procedure: step 1—To a solution of 288 (150 mg, 0.313 mmol) in MeOH (20 mL) in a Parr bottle was added Raney Nickel (50% solution in water, 1 mL) and NH4OH (0.5 mL) and the mixture was hydrogenated at 45 psi on a Parr shaker overnight. LCMS indicated some remaining starting material. Additional Raney Nickel (1 mL) and NH4OH (0.5 mL) were added and the hydrogenation was continued for another day. The crude mixture was filtered through CELITE and the filtrate was concentrated. The crude product was purified ... RXN SMILES: [C:1]([CH3:2])([CH3:3])([CH3:4])[O:5][C:6]([NH:7][CH:8]1[CH2:9][N:10]([C:13]([NH:14][CH:15]2[CH2:16][N:17]([CH2:20][c:21]3[cH:22][cH:23][cH:24][cH:25][cH:26]3)[CH2:18][CH2:19]2)=[O:27])[CH2:11][CH2:12]1)=[O:28].[CH3:29][CH2:30][OH:31].[OH-:32].[OH-:34].[Pd+2:33]>>[C:1]([CH3:2])([CH3:3])([CH3:4])[O:5][C:6]([NH:7][CH:8]1[CH2:9][N:10]([C:13]([NH:14][CH:15]2[CH2:16][NH:17][CH2:18][CH2:19]2)=[O:27])[CH2:11][CH2:12]1)=[O:28]. Reactants: CC(C)(C)OC(=O)NC1CCN(C(=O)NC2CCN(Cc3ccccc3)C2)C1, CCO, [OH-], [OH-], [Pd+2]. Product: CC(C)(C)OC(=O)NC1CCN(C(=O)NC2CCNC2)C1.